This data is from the Open Reaction Database (ORD), a public repository of structured organic reaction records. The task is: describe an organic reaction: reactants, conditions, products, and yield The reactants are C(C)(C)(C)NC(=O)C1=CN(C2=NC=C(N=C21)N2N=CC1=CC(=CC=C21)C(F)(F)F)COCC[Si](C)(C)C (N-tert-butyl-2-(5-(trifluoromethyl)-1H-indazol-1-yl)-5-((2-(trimethylsilyl)ethoxy)methyl)-5H-pyrrolo[2,3-b]pyrazine-7-carboxamide), FC(C(=O)O)(F)F (trifluoroacetic acid). Run in ClCCl (dichloromethane). Conditions: time 15 hour. Product: C(C)(C)(C)NC(=O)C1=CNC2=NC=C(N=C21)N2N=CC1=CC(=CC=C21)C(F)(F)F (2-(5-trifluoromethyl-indazol-1-yl)-5H-pyrrolo[2,3-b]pyrazine-7-carboxylic acid tert-butylamide). Isolated yield 7.2%. Reaction SMILES: [C:1]([NH:5][C:6]([C:8]1[C:16]2[C:11](=[N:12][CH:13]=[C:14]([N:17]3[C:25]4[C:20](=[CH:21][C:22]([C:26]([F:29])([F:28])[F:27])=[CH:23][CH:24]=4)[CH:19]=[N:18]3)[N:15]=2)[N:10](COCC[Si](C)(C)C)[CH:9]=1)=[O:7])([CH3:4])([CH3:3])[CH3:2].FC(F)(F)C(O)=O>ClCCl>[C:1]([NH:5][C:6]([C:8]1[C:16]2[C:11](=[N:12][CH:13]=[C:14]([N:17]3[C:25]4[C:20](=[CH:21][C:22]([C:26]([F:27])([F:29])[F:28])=[CH:23][CH:24]=4)[CH:19]=[N:18]3)[N:15]=2)[NH:10][CH:9]=1)=[O:7])([CH3:4])([CH3:2])[CH3:3]. Procedure details: To a stirred solution of N-tert-butyl-2-(5-(trifluoromethyl)-1H-indazol-1-yl)-5-((2-(trimethylsilyl)ethoxy)methyl)-5H-pyrrolo[2,3-b]pyrazine-7-carboxamide (110 mg, 207 μmol) in dichloromethane (3 mL) was added trifluoroacetic acid (1 mL). After 15 h, the mixture was concentrated in vacuo, add 25 mL Jan. 10, 1960 mixture of ammonium hydroxide/methanol/dichloromethane, stir for 1 hour. concentrated in vacuo. Purification by chromatography (silica, 24 g Analogix column, 0-4% methanol containing 10%... The reactants are FC=1C=C(C=C(C1OC)F)C=CC(=O)O (3-(3,5-difluoro-4-methoxyphenyl)propenoic acid). The reagents and catalysts are [Pd] (palladium on carbon). Solvent: O1CCCC1 (tetrahydrofuran), C(C)(=O)OCC (ethyl acetate). The product is FC=1C=C(C=C(C1OC)F)CCC(=O)O (3-(3,5-Difluoro-4-methoxyphenyl)propanoic acid). RXN SMILES: [F:1][C:2]1[CH:3]=[C:4]([CH:11]=[CH:12][C:13]([OH:15])=[O:14])[CH:5]=[C:6]([F:10])[C:7]=1[O:8][CH3:9]>O1CCCC1.[Pd].C(OCC)(=O)C>[F:1][C:2]1[CH:3]=[C:4]([CH2:11][CH2:12][C:13]([OH:15])=[O:14])[CH:5]=[C:6]([F:10])[C:7]=1[O:8][CH3:9]. Reported procedure: A solution of 3-(3,5-difluoro-4-methoxyphenyl)propenoic acid (0.078 mol) in tetrahydrofuran (100 ml) and a slurry of 10% palladium on carbon (2 g) in ethyl acetate were reacted substantially as described in Example 7C above to obtain 16.7 g (99%), white crystals: mp 72°-73°.